Dataset: the Open Reaction Database (ORD), a public repository of structured organic reaction records. Task: describe an organic reaction: reactants, conditions, products, and yield The reactants are [BH4-], CSC, COC(=O)CC(SCc1ccccc1)C(=O)O, [Cl-], [Na+], [Na+], [Na+], C1CCOC1, [OH-], OO. Product: COC(=O)CC(CO)SCc1ccccc1. Reaction SMILES: [BH4-:1].[CH3:3][S:4][CH3:5].[CH3:6][O:7][C:8]([CH2:9][CH:10]([C:11](=[O:12])[OH:13])[S:14][CH2:15][c:16]1[cH:17][cH:18][cH:19][cH:20][cH:21]1)=[O:22].[Cl-:28].[Na+:24].[Na+:27].[Na+:2].[O:29]1[CH2:30][CH2:31][CH2:32][CH2:33]1.[OH-:23].[OH:25][OH:26]>>[CH3:6][O:7][C:8]([CH2:9][CH:10]([CH2:11][OH:12])[S:14][CH2:15][c:16]1[cH:17][cH:18][cH:19][cH:20][cH:21]1)=[O:22]. Starting materials: CC[C@@]1(C[C@@H]2C[C@@](C3=C(CCN(C2)C1)C4=CC=CC=C4N3)(C5=C(C=C6C(=C5)C78CCN9[C@H]7[C@@](C=CC9)([C@H]([C@@]([C@@H]8N6C)(C(=O)OC)O)O)CC)OC)C(=O)OC)O (deacetyl-vinblastine), C(C)(=O)OC(C)=O (acetic anhydride). Conditions: time 1 hour. The product is CC[C@@]1(C[C@H]2C[C@@](C3=C(C=4C=CC=CC4N3)CCN(C2)C1)(C=5C=C6C(=CC5OC)N([C@@H]7[C@]68CCN9[C@H]8[C@@](C=CC9)([C@H]([C@@]7(C(=O)OC)O)OC(=O)C)CC)C)C(=O)OC)O (vinblastine). Reaction SMILES: [CH3:1][CH2:2][C@@:3]1([OH:56])[CH2:14][N:12]2[CH2:13][C@@H:5]([CH2:6][C@:7]([C:52]([O:54][CH3:55])=[O:53])([C:22]3[CH:27]=[C:26]4[C:28]56[C@@H:39]([N:40]([CH3:41])[C:25]4=[CH:24][C:23]=3[O:50][CH3:51])[C@@:38]([OH:46])([C:42]([O:44][CH3:45])=[O:43])[C@H:37]([OH:47])[C@:33]3([CH2:48][CH3:49])[CH:34]=[CH:35][CH2:36][N:31]([C@H:32]53)[CH2:30][CH2:29]6)[C:8]3[NH:21][C:20]4[C:15](=[CH:16][CH:17]=[CH:18][CH:19]=4)[C:9]=3[CH2:10][CH2:11]2)[CH2:4]1.[C:57](OC(=O)C)(=[O:59])[CH3:58]>>[CH3:1][CH2:2][C@@:3]1([OH:56])[CH2:14][N:12]2[CH2:13][C@H:5]([CH2:6][C@:7]([C:52]([O:54][CH3:55])=[O:53])([C:22]3[CH:27]=[C:26]4[C@:28]56[C@@H:32]7[C@:33]([CH2:48][CH3:49])([C@@H:37]([O:47][C:57]([CH3:58])=[O:59])[C@:38]([OH:46])([C:42]([O:44][CH3:45])=[O:43])[C@@H:39]5[N:40]([CH3:41])[C:25]4=[CH:24][C:23]=3[O:50][CH3:51])[CH:34]=[CH:35][CH2:36][N:31]7[CH2:30][CH2:29]6)[C:8]3[NH:21][C:20]4[CH:19]=[CH:18][CH:17]=[CH:16][C:15]=4[C:9]=3[CH2:10][CH2:11]2)[CH2:4]1. Procedure: 0.29 g of deacetyl-vinblastine is dissolved in 3 ml of acetic anhydride and the solution is allowed to stand for one hour at room temperature. The thus obtained vinblastine is isolated from the reaction mixture in the usual way and then converted into the sulfate salt. 0.28 g of vinblastine sulfate is obtained. Starting materials: C1(=CC=C(C=C1)S(=O)(=O)Cl)C (p-Toluenesulfonyl chloride), FC1=CC=C(C=C1)C(C(=O)NNC(=O)OC(C)(C)C)C(CCO)C (tert-butyl N′-[2-(4-fluorophenyl)-5-hydroxy-3-methylpentanoyl]hydrazinecarboxylate). The solvent is N1=CC=CC=C1 (pyridine). Run at time 12 hour. Product: C1(=CC=C(C=C1)S(=O)(=O)OCCC(C(C(=O)NNC(=O)OC(C)(C)C)C1=CC=C(C=C1)F)C)C (5-(N′-tert-butoxycarbonylhydrazino)-4-(4-fluorophenyl)-3-methyl-5-oxo-1-pentyl toluene-4-sulfonate). The yield is 44.3%. RXN SMILES: [C:1]1([CH3:11])[CH:6]=[CH:5][C:4]([S:7](Cl)(=[O:9])=[O:8])=[CH:3][CH:2]=1.[F:12][C:13]1[CH:18]=[CH:17][C:16]([CH:19]([CH:31]([CH3:35])[CH2:32][CH2:33][OH:34])[C:20]([NH:22][NH:23][C:24]([O:26][C:27]([CH3:30])([CH3:29])[CH3:28])=[O:25])=[O:21])=[CH:15][CH:14]=1>N1C=CC=CC=1>[C:1]1([CH3:11])[CH:6]=[CH:5][C:4]([S:7]([O:34][CH2:33][CH2:32][CH:31]([CH3:35])[CH:19]([C:16]2[CH:15]=[CH:14][C:13]([F:12])=[CH:18][CH:17]=2)[C:20]([NH:22][NH:23][C:24]([O:26][C:27]([CH3:29])([CH3:30])[CH3:28])=[O:25])=[O:21])(=[O:9])=[O:8])=[CH:3][CH:2]=1. Procedure details: p-Toluenesulfonyl chloride (321 mg) was added to a solution of tert-butyl N′-[2-(4-fluorophenyl)-5-hydroxy-3-methylpentanoyl]hydrazinecarboxylate (520 mg) in pyridine (6 mL). The reaction solution was stirred at room temperature for 12 hours and then concentrated under reduced pressure. Ethyl acetate and brine were added to the residue, and the organic layer was separated. The resulting organic layer was dried over anhydrous magnesium sulfate and concentrated under reduced pressure. The residue ... Starting materials: CC(=O)O, CCOC(C)=O, [Fe], Cc1ccnc(C)c1C(=O)c1ncc(Cl)cc1[N+](=O)[O-]. Yields the product Cc1ccnc(C)c1C(=O)c1ncc(Cl)cc1N. Reaction SMILES: [CH3:21][C:22](=[O:23])[OH:24].[CH3:25][CH2:26][O:27][C:28](=[O:29])[CH3:30].[Fe:31].[N+:1]([O-:2])(=[O:3])[c:4]1[c:5]([C:11](=[O:12])[c:13]2[c:14]([CH3:20])[n:15][cH:16][cH:17][c:18]2[CH3:19])[n:6][cH:7][c:8]([Cl:10])[cH:9]1>>[NH2:1][c:4]1[c:5]([C:11](=[O:12])[c:13]2[c:14]([CH3:20])[n:15][cH:16][cH:17][c:18]2[CH3:19])[n:6][cH:7][c:8]([Cl:10])[cH:9]1.